This data is from the Open Reaction Database (ORD), a public repository of structured organic reaction records. The task is: describe an organic reaction: reactants, conditions, products, and yield Reactants: OCCC=1C=C(C=CC1)O (3-(2-hydroxyethyl)phenol), C(=O)([O-])[O-].[K+].[K+] (K2CO3), BrCC1=CC=CC=C1 ((bromomethyl)benzene). Solvent: CC(=O)C (acetone). Reaction conditions: time 17 hour. Product: C(C1=CC=CC=C1)OC=1C=C(C=CC1)CCO (2-[3-(benzyloxy)phenyl]ethanol). As a reaction SMILES: [OH:1][CH2:2][CH2:3][C:4]1[CH:5]=[C:6]([OH:10])[CH:7]=[CH:8][CH:9]=1.C([O-])([O-])=O.[K+].[K+].Br[CH2:18][C:19]1[CH:24]=[CH:23][CH:22]=[CH:21][CH:20]=1>CC(C)=O>[CH2:18]([O:10][C:6]1[CH:5]=[C:4]([CH2:3][CH2:2][OH:1])[CH:9]=[CH:8][CH:7]=1)[C:19]1[CH:24]=[CH:23][CH:22]=[CH:21][CH:20]=1 |f:1.2.3|. Reported procedure: To a solution of 3-(2-hydroxyethyl)phenol (1.0 g) and K2CO3 (1.5 g) in acetone (20 mL) was added (bromomethyl)benzene (1.49 g) at ambient temperature. The reaction mixture was stirred at the same temperature for 17 hours. The resulting mixture was evaporated in vacuo. The residue was diluted with EtOAc and washed successively with water and brine. The organic layer was dried over anhydrous MgSO4, filtered and evaporated in vacuo. The residue was purified by silica gel column chromatography (n-he... Starting materials: CC#CCO, [Cl-], Fc1cccc(Cc2cc(Cl)ncn2)c1F, [H-], [NH4+], [Na+], C1CCOC1. Product: CC#CCOc1cc(Cc2cccc(F)c2F)ncn1. As a reaction SMILES: [CH2:3]([C:4]#[C:5][CH3:6])[OH:7].[Cl-:24].[Cl:8][c:9]1[n:10][cH:11][n:12][c:13]([CH2:15][c:16]2[c:17]([F:23])[c:18]([F:22])[cH:19][cH:20][cH:21]2)[cH:14]1.[H-:1].[NH4+:25].[Na+:2].[O:26]1[CH2:27][CH2:28][CH2:29][CH2:30]1>>[CH2:3]([C:4]#[C:5][CH3:6])[O:7][c:9]1[n:10][cH:11][n:12][c:13]([CH2:15][c:16]2[c:17]([F:23])[c:18]([F:22])[cH:19][cH:20][cH:21]2)[cH:14]1. The reactants are CO, FC(F)(F)c1cccc(CC(Cl)(Cl)Cl)c1, [Na+], [OH-], O=S(=O)(O)O. The product is COC(=O)Cc1cccc(C(F)(F)F)c1. Reaction SMILES: [CH3:23][OH:24].[Cl:3][C:4]([CH2:5][c:6]1[cH:7][c:8]([C:12]([F:13])([F:14])[F:15])[cH:9][cH:10][cH:11]1)([Cl:16])[Cl:17].[Na+:2].[OH-:1].[S:18](=[O:19])(=[O:20])([OH:21])[OH:22]>>[O:1]=[C:4]([CH2:5][c:6]1[cH:7][c:8]([C:12]([F:13])([F:14])[F:15])[cH:9][cH:10][cH:11]1)[O:24][CH3:23]. The reactants are [Br-], C1CCOC1, CCOCC, [Mg+]C1CCCC1, O=C(CCC1CCCCC1)Sc1ccccn1. Product: O=C(CCC1CCCCC1)C1CCCC1. As a reaction SMILES: [Br-:18].[CH2:30]1[O:31][CH2:32][CH2:33][CH2:34]1.[CH3:25][CH2:26][O:27][CH2:28][CH3:29].[CH:19]1([Mg+:24])[CH2:20][CH2:21][CH2:22][CH2:23]1.[n:1]1[cH:2][cH:3][cH:4][cH:5][c:6]1[S:7][C:8]([CH2:9][CH2:10][CH:11]1[CH2:12][CH2:13][CH2:14][CH2:15][CH2:16]1)=[O:17]>>[C:8]([CH2:9][CH2:10][CH:11]1[CH2:12][CH2:13][CH2:14][CH2:15][CH2:16]1)(=[O:17])[CH:19]1[CH2:20][CH2:21][CH2:22][CH2:23]1.